From a dataset of the Open Reaction Database (ORD), a public repository of structured organic reaction records. describe an organic reaction: reactants, conditions, products, and yield The reactants are CN(C)C=O, O=c1[nH]c2cc(Cl)ccc2n1C1CCNCC1, Cn1c(=O)n(CCCI)c2ccccc21, [Na+], [Na+], O=C([O-])[O-]. As a reaction SMILES: [CH3:39][N:40]([CH3:41])[CH:42]=[O:43].[Cl:16][c:17]1[cH:18][c:19]2[c:20]([n:21]([CH:25]3[CH2:26][CH2:27][NH:28][CH2:29][CH2:30]3)[c:22](=[O:24])[nH:23]2)[cH:31][cH:32]1.[I:1][CH2:2][CH2:3][CH2:4][n:5]1[c:6](=[O:15])[n:7]([CH3:14])[c:8]2[c:9]1[cH:10][cH:11][cH:12][cH:13]2.[Na+:33].[Na+:34].[O-:35][C:36](=[O:37])[O-:38]>>[CH2:2]([CH2:3][CH2:4][n:5]1[c:6](=[O:15])[n:7]([CH3:14])[c:8]2[c:9]1[cH:10][cH:11][cH:12][cH:13]2)[N:28]1[CH2:27][CH2:26][CH:25]([n:21]2[c:20]3[c:19]([cH:18][c:17]([Cl:16])[cH:32][cH:31]3)[nH:23][c:22]2=[O:24])[CH2:30][CH2:29]1. Yields the product Cn1c(=O)n(CCCN2CCC(n3c(=O)[nH]c4cc(Cl)ccc43)CC2)c2ccccc21. Starting materials: CC=1OC2=C(C1C)C=CC=C2C=C (2,3-dimethyl-7-ethenylbenzofuran), C(C)OC(=O)C=1OC2=C(C1C)C=CC=C2Br (2-ethyloxycarbonyl-3-methyl-7-bromobenzofuran). Product: C(C)OC(=O)C=1OC2=C(C1C)C=CC=C2C=C (2-Ethyloxycarbonyl-3-methyl-7-ethenylbenzofuran). As a reaction SMILES: [CH3:1][C:2]1OC2C(C=C)=CC=CC=2C=1C.[CH2:14]([O:16][C:17]([C:19]1[O:20][C:21]2[C:28](Br)=[CH:27][CH:26]=[CH:25][C:22]=2[C:23]=1[CH3:24])=[O:18])[CH3:15]>>[CH2:14]([O:16][C:17]([C:19]1[O:20][C:21]2[C:28]([CH:1]=[CH2:2])=[CH:27][CH:26]=[CH:25][C:22]=2[C:23]=1[CH3:24])=[O:18])[CH3:15]. Procedure: This compound is obtained according to the process described in Example 6 for the preparation of 2,3-dimethyl-7-ethenylbenzofuran, by using 2-ethyloxycarbonyl-3-methyl-7-bromobenzofuran as starting material. The reactants are COCOC1=CC=C(C=C1)CC(C(=O)OCC)OS(=O)(=O)C (ethyl 3-(4-methoxymethoxyphenyl)-2-methanesulfonyloxypropionate), C[S-].[Na+] (sodium thiomethoxide), CN(C=O)C (N,N-dimethylformamide), C(C)(=O)OCC (ethyl acetate), O (water). Product: COCOC1=CC=C(C=C1)CC(C(=S)OCC)C (Ethyl 3-(4-methoxymethoxyphenyl)-2-methylthiopropionate). As a reaction SMILES: CO[CH2:3][O:4][C:5]1[CH:10]=[CH:9][C:8]([CH2:11][CH:12](OS(C)(=O)=O)[C:13](OCC)=O)=[CH:7][CH:6]=1.[CH3:23][S-:24].[Na+].[C:26](OCC)(=[O:28])[CH3:27].[OH2:32].[CH3:33]N(C)C=O>>[CH3:33][O:32][CH2:3][O:4][C:5]1[CH:10]=[CH:9][C:8]([CH2:11][CH:12]([CH3:13])[C:23]([O:28][CH2:26][CH3:27])=[S:24])=[CH:7][CH:6]=1 |f:1.2|. Procedure: A solution of 17.2 g of ethyl 3-(4-methoxymethoxyphenyl)-2-methanesulfonyloxypropionate, 4.20 g of sodium thiomethoxide in 300 ml of N,N-dimethylformamide was stirred at 50° C. for 1.5 hours. After the reaction, ethyl acetate and water were added to the reaction mixture. Then, the ethyl acetate layer was separated and dried over anhydrous magnesium sulfate. The extract thus obtained was concentrated, and the residue was subjected to silica gel column chromatography (ethyl acetate:hexane=1:4) to ... Starting materials: O=S1CCN(c2nc(Cl)nc3c(NCc4ccccc4)ncnc23)CC1, C1COCCO1, CNCCO. Yields the product CN(CCO)c1nc(N2CCS(=O)CC2)c2ncnc(NCc3ccccc3)c2n1. Reaction SMILES: [CH2:1]([c:2]1[cH:3][cH:4][cH:5][cH:6][cH:7]1)[NH:8][c:9]1[n:10][cH:11][n:12][c:13]2[c:14]1[n:15][c:16]([Cl:26])[n:17][c:18]2[N:19]1[CH2:20][CH2:21][S:22](=[O:25])[CH2:23][CH2:24]1.[O:32]1[CH2:33][CH2:34][O:35][CH2:36][CH2:37]1.[OH:27][CH2:28][CH2:29][NH:30][CH3:31]>>[CH2:1]([c:2]1[cH:3][cH:4][cH:5][cH:6][cH:7]1)[NH:8][c:9]1[n:10][cH:11][n:12][c:13]2[c:14]1[n:15][c:16]([N:30]([CH2:29][CH2:28][OH:27])[CH3:31])[n:17][c:18]2[N:19]1[CH2:20][CH2:21][S:22](=[O:25])[CH2:23][CH2:24]1. The reactants are N1(CCCC1)CCOC1=CC=C(C=C1)C(=O)C=1C2=C(SC1C1=CC=C(C=C1)N)C=CC=C2 (2-(4-aminophenyl)benzo[b]thiophene-3-yl 4-[2-(1-pyrrolidinyl)ethoxy]phenyl ketone), C(C(=O)O)(=O)O (oxalic acid), TEA, dioxalate. Run in hexanes, C1CCOC1 (THF). Product: NC1=CC=C(C=C1)C1=C(C2=C(S1)C=CC=C2)CC2=CC=C(C=C2)OCCN2CCCC2 (2-(4-Aminophenyl)-3-[4-(2-(1-pyrrolidinyl)ethoxy]benzyl]benzo[b]thiophene). Isolated yield 85.0%. As a reaction SMILES: [N:1]1([CH2:6][CH2:7][O:8][C:9]2[CH:14]=[CH:13][C:12]([C:15]([C:17]3[C:18]4[CH:32]=[CH:31][CH:30]=[CH:29][C:19]=4[S:20][C:21]=3[C:22]3[CH:27]=[CH:26][C:25]([NH2:28])=[CH:24][CH:23]=3)=O)=[CH:11][CH:10]=2)[CH2:5][CH2:4][CH2:3][CH2:2]1.C(O)(=O)C(O)=O>C1COCC1>[NH2:28][C:25]1[CH:26]=[CH:27][C:22]([C:21]2[S:20][C:19]3[CH:29]=[CH:30][CH:31]=[CH:32][C:18]=3[C:17]=2[CH2:15][C:12]2[CH:13]=[CH:14][C:9]([O:8][CH2:7][CH2:6][N:1]3[CH2:2][CH2:3][CH2:4][CH2:5]3)=[CH:10][CH:11]=2)=[CH:23][CH:24]=1. Reported procedure: By essentially following the conditions described in Preparation 2, Part D, the free base of the title compound was prepared as an oil from 2-(4-aminophenyl)benzo[b]thiophene-3-yl 4-[2-(1-pyrrolidinyl)ethoxy]phenyl ketone (Part C) in 85% yield following MPLC (SiO2; 30% then 40% THF with 5% TEA in hexanes). The product was converted to the dioxalate salt using two molar equivalents of oxalic acid and a similar procedure to that of Preparation 2-H, above. The reactants are CC(C)(C)OC(=O)N1CCC(Nc2ccc(S(=O)(=O)c3ccccc3)cc2OCCCl)CC1, [H-], [I-], [Na+], [Na+], CN(C)C=O, O. Yields the product CC(C)(C)OC(=O)N1CCC(N2CCOc3cc(S(=O)(=O)c4ccccc4)ccc32)CC1. As a reaction SMILES: [C:1]([CH3:2])([CH3:3])([CH3:4])[O:5][C:6](=[O:7])[N:8]1[CH2:9][CH2:10][CH:11]([NH:14][c:15]2[c:16]([O:30][CH2:31][CH2:32][Cl:33])[cH:17][c:18]([S:21](=[O:22])(=[O:23])[c:24]3[cH:25][cH:26][cH:27][cH:28][cH:29]3)[cH:19][cH:20]2)[CH2:12][CH2:13]1.[H-:36].[I-:35].[Na+:34].[Na+:37].[O:39]=[CH:40][N:41]([CH3:42])[CH3:43].[OH2:38]>>[C:1]([CH3:2])([CH3:3])([CH3:4])[O:5][C:6](=[O:7])[N:8]1[CH2:9][CH2:10][CH:11]([N:14]2[c:15]3[c:16]([cH:17][c:18]([S:21](=[O:22])(=[O:23])[c:24]4[cH:25][cH:26][cH:27][cH:28][cH:29]4)[cH:19][cH:20]3)[O:30][CH2:31][CH2:32]2)[CH2:12][CH2:13]1. Reactants: COCC(=O)Cl, CCCOc1ccc2c(c1-c1ncnc3c(C(=O)NC4CCNC4)c[nH]c13)OCO2. Product: CCCOc1ccc2c(c1-c1ncnc3c(C(=O)NC4CCN(C(=O)COC)C4)c[nH]c13)OCO2. Reaction SMILES: [CH3:31][O:32][CH2:33][C:34](=[O:35])[Cl:36].[NH:1]1[CH2:2][CH:3]([NH:6][C:7](=[O:8])[c:9]2[cH:10][nH:11][c:12]3[c:13]2[n:14][cH:15][n:16][c:17]3-[c:18]2[c:19]([O:27][CH2:28][CH2:29][CH3:30])[cH:20][cH:21][c:22]3[c:26]2[O:25][CH2:24][O:23]3)[CH2:4][CH2:5]1>>[N:1]1([C:34]([CH2:33][O:32][CH3:31])=[O:35])[CH2:2][CH:3]([NH:6][C:7](=[O:8])[c:9]2[cH:10][nH:11][c:12]3[c:13]2[n:14][cH:15][n:16][c:17]3-[c:18]2[c:19]([O:27][CH2:28][CH2:29][CH3:30])[cH:20][cH:21][c:22]3[c:26]2[O:25][CH2:24][O:23]3)[CH2:4][CH2:5]1.